Dataset: the Open Reaction Database (ORD), a public repository of structured organic reaction records. Task: describe an organic reaction: reactants, conditions, products, and yield The reactants are C(=CC1=CC=CC=C1)C1=NC=C(N=C1)C=CC1=CC=CC=C1 (2,5-distyrylpyrazine), O (water), S([O-])(O)=O (bisulfite), ozonide. Solvent: CO (methanol). Yields the product N1=C(C=NC(=C1)C=O)C=O (pyrazine-2,5-dicarboxaldehyde), dialdehyde. As a reaction SMILES: [CH:1]([C:9]1[CH:14]=[N:13][C:12]([CH:15]=CC2C=CC=CC=2)=[CH:11][N:10]=1)=CC1C=CC=CC=1.S(=O)(O)[O-:24].[OH2:27]>CO>[N:13]1[CH:14]=[C:9]([CH:1]=[O:27])[N:10]=[CH:11][C:12]=1[CH:15]=[O:24]. Procedure: A solution of pyrazine-2,5-dicarboxaldehyde in water is prepared by ozonolysis of 2,5-distyrylpyrazine in methanol. The ozonide is decomposed with aqueous bisulfite and the reaction mixture evaporated under vacuum at 30°. The residual aqueous solution of the dialdehyde is purified by extraction with ether--first while acidic, then while basic. From 2 g. of starting material there is obtained 15 ml of asolution of the dialdehyde (theory 0.96 g.). The pH isadjusted to pH 10-11 and 5 ml. of 2% aque...